This data is from the Open Reaction Database (ORD), a public repository of structured organic reaction records. The task is: describe an organic reaction: reactants, conditions, products, and yield Reactants: CSC1=NC=C(C(=N1)C1=C(C=C(C=C1)Cl)Cl)C1=CC=C(C=C1)Cl (2-Methylthio-5-(4-chlorophenyl)-4-(2,4-dichlorophenyl)pyrimidine), ClC1=C(CO)C=CC(=C1)Cl (2,4-dichlorobenzyl alcohol). Yields the product ClC1=C(COC2=NC=C(C(=N2)C2=C(C=C(C=C2)Cl)Cl)C2=CC=C(C=C2)Cl)C=CC(=C1)Cl (2-(2,4-dichlorobenzyloxy)-4-(2,4-dichlorophenyl)-5-(4-chlorophenyl)pyrimidine). Reaction SMILES: CS[C:3]1[N:8]=[C:7]([C:9]2[CH:14]=[CH:13][C:12]([Cl:15])=[CH:11][C:10]=2[Cl:16])[C:6]([C:17]2[CH:22]=[CH:21][C:20]([Cl:23])=[CH:19][CH:18]=2)=[CH:5][N:4]=1.[Cl:24][C:25]1[CH:32]=[C:31]([Cl:33])[CH:30]=[CH:29][C:26]=1[CH2:27][OH:28]>>[Cl:24][C:25]1[CH:32]=[C:31]([Cl:33])[CH:30]=[CH:29][C:26]=1[CH2:27][O:28][C:3]1[N:8]=[C:7]([C:9]2[CH:14]=[CH:13][C:12]([Cl:15])=[CH:11][C:10]=2[Cl:16])[C:6]([C:17]2[CH:22]=[CH:21][C:20]([Cl:23])=[CH:19][CH:18]=2)=[CH:5][N:4]=1. Reported procedure: 2-Methylthio-5-(4-chlorophenyl)-4-(2,4-dichlorophenyl)pyrimidine from Reference Example 3 was reacted with 2,4-dichlorobenzyl alcohol according to the procedure described in Example 59 to afford 2-(2,4-dichlorobenzyloxy)-4-(2,4-dichlorophenyl)-5-(4-chlorophenyl)pyrimidine (HRf): HPLC/MS: m/e=509 (M++1); Rt=5.07 min; 1H-NMR 400 MHz (CDCl3): δ 5.60 (s, 2H), 7.04 (d, J=9 Hz, 2H), 7.21 (m, 6H), 7.38-7.42 (m, 1H), 7.60 (d, J=9 Hz, 1H), 8.60 (s, 1H). Reactants: [NH4+].[Cl-] (NH4Cl), OC1=CC=C(C(=O)OC)C=C1 (methyl 4-hydroxybenzoate), ClC1=NC=2N(C(=C1)N(COCC[Si](C)(C)C)COCC[Si](C)(C)C)N=CC2 (5-chloro-N,N-bis((2-(trimethylsilyl)ethoxy)methyl)pyrazolo[1,5-a]pyrimidin-7-amine), [H-].[Na+] (NaH). The solvent is CN(C)C=O (DMF). Conditions: time 5 minute. Yields the product C[Si](CCOCN(C1=CC(=NC=2N1N=CC2)OC2=CC=C(C(=O)OC)C=C2)COCC[Si](C)(C)C)(C)C (methyl 4-(7-(bis((2-(trimethylsilyl)ethoxy)methyl)amino)pyrazolo[1,5-a]pyrimidin-5-yloxy)benzoate). Yield: 899.4%. RXN SMILES: [OH:1][C:2]1[CH:11]=[CH:10][C:5]([C:6]([O:8][CH3:9])=[O:7])=[CH:4][CH:3]=1.[H-].[Na+].Cl[C:15]1[CH:20]=[C:19]([N:21]([CH2:30][O:31][CH2:32][CH2:33][Si:34]([CH3:37])([CH3:36])[CH3:35])[CH2:22][O:23][CH2:24][CH2:25][Si:26]([CH3:29])([CH3:28])[CH3:27])[N:18]2[N:38]=[CH:39][CH:40]=[C:17]2[N:16]=1.[NH4+].[Cl-]>CN(C=O)C>[CH3:35][Si:34]([CH3:37])([CH3:36])[CH2:33][CH2:32][O:31][CH2:30][N:21]([CH2:22][O:23][CH2:24][CH2:25][Si:26]([CH3:29])([CH3:28])[CH3:27])[C:19]1[N:18]2[N:38]=[CH:39][CH:40]=[C:17]2[N:16]=[C:15]([O:1][C:2]2[CH:3]=[CH:4][C:5]([C:6]([O:8][CH3:9])=[O:7])=[CH:10][CH:11]=2)[CH:20]=1 |f:1.2,4.5|. Procedure details: The methyl 4-hydroxybenzoate (330 mg, 0.2 mmol) was dissolved in dry DMF (3 mL) and NaH (8 mg, 60% in oil, 0.2 mmol) was added and the mixture was stirred at room temperature for 5 min. Then, 5-chloro-N,N-bis((2-(trimethylsilyl)ethoxy)methyl)pyrazolo[1,5-a]pyrimidin-7-amine (430 mg, 0.1 mmol) was added and the resulting mixture was heated up to 130° C. with Microwave and stirred for 30 min. After cooling to room temperature, NH4Cl (aq) was added to quench the reaction and extracted with EtOAc (5...